From a dataset of the Open Reaction Database (ORD), a public repository of structured organic reaction records. describe an organic reaction: reactants, conditions, products, and yield The reactants are C(C)OC(N(C1=CC=CC=C1)CCNC=1C=CC=2N(N1)C(=CN2)Br)=O ([2-(3-bromo-imidazo[1,2-b]pyridazin-6-ylamino)-ethyl]-phenyl-carbamic acid ethyl ester), C(N)(=O)C1=CC=C(C=C1)B(O)O ((4-carbamoylphenyl)boronic acid), O.[O-]P(=O)([O-])[O-].[K+].[K+].[K+] (potassium phosphate tribasic monohydrate), ClCCl (dichloromethane), N#N (N2), N#N (N2). Reagents/catalysts: C1=CC=C(C=C1)P([C-]2C=CC=C2)C3=CC=CC=C3.C1=CC=C(C=C1)P([C-]2C=CC=C2)C3=CC=CC=C3.Cl[Pd]Cl.[Fe+2] ([1,1′-bis(diphenylphosphino)ferrocene]dichloropalladium(II)). Run in COCCOC (1,2-dimethoxyethane), O (water). Conditions: temperature 85 celsius. Yields the product C(C)OC(N(C1=CC=CC=C1)CCNC=1C=CC=2N(N1)C(=CN2)C2=CC=C(C=C2)C(N)=O)=O ({2-[3-(4-carbamoyl-phenyl)-imidazo[1,2-b]pyridazin-6-ylamino]-ethyl}-phenyl-carbamic acid ethyl ester). As a reaction SMILES: [CH2:1]([O:3][C:4](=[O:25])[N:5]([CH2:12][CH2:13][NH:14][C:15]1[CH:16]=[CH:17][C:18]2[N:19]([C:21](Br)=[CH:22][N:23]=2)[N:20]=1)[C:6]1[CH:11]=[CH:10][CH:9]=[CH:8][CH:7]=1)[CH3:2].[C:26]([C:29]1[CH:34]=[CH:33][C:32](B(O)O)=[CH:31][CH:30]=1)(=[O:28])[NH2:27].O.[O-]P([O-])([O-])=O.[K+].[K+].[K+].ClCCl.N#N>COCCOC.C1C=CC(P(C2C=CC=CC=2)[C-]2C=CC=C2)=CC=1.C1C=CC(P(C2C=CC=CC=2)[C-]2C=CC=C2)=CC=1.Cl[Pd]Cl.[Fe+2].O>[CH2:1]([O:3][C:4](=[O:25])[N:5]([CH2:12][CH2:13][NH:14][C:15]1[CH:16]=[CH:17][C:18]2[N:19]([C:21]([C:32]3[CH:33]=[CH:34][C:29]([C:26](=[O:28])[NH2:27])=[CH:30][CH:31]=3)=[CH:22][N:23]=2)[N:20]=1)[C:6]1[CH:11]=[CH:10][CH:9]=[CH:8][CH:7]=1)[CH3:2] |f:2.3.4.5.6,10.11.12.13|. Procedure: To a mixture of [2-(3-bromo-imidazo[1,2-b]pyridazin-6-ylamino)-ethyl]-phenyl-carbamic acid ethyl ester (354.7 mg, 0.9 mmol), (4-carbamoylphenyl)boronic acid [123088-59-5] (174.2 mg, 1.1 mmol), potassium phosphate tribasic monohydrate [27176-10-9] (368.8 mg, 1.6 mmol), and [1,1′-bis(diphenylphosphino)ferrocene]dichloropalladium(II), complex with dichloromethane [95464-05-4] (74.4 mg, 0.1 mmol) contained in a 25 mL round bottomed flask was added a solution of 30% (v/v) water in 1,2-dimethoxyethane... Reactants: C(CC)C=1C=NC(=NC1)N1CCC(CC1)OC=1SC2=C(N1)C=CC(=C2)N2CCN(CC2)C(=O)OC(C)(C)C (tert-Butyl 4-(2-(1-(5-propylpyrimidin-2-yl)piperidin-4-yloxy)benzo[d]thiazol-6-yl)piperazine-1-carboxylate), C(CC)C=1C=NC(=NC1)N1CCC(CC1)OC=1SC2=C(N1)C=CC(=C2)C=2CCNCC2 (2-(1-(5-Propylpyrimidin-2-yl)piperidin-4-yloxy)-6-(1,2,3,6-tetrahydropyridin-4-yl)benzo[d]thiazole). The product is N1(CCNCC1)C1=CC2=C(N=C(S2)OC2CCN(CC2)C2=NC=C(C=N2)CCC)C=C1 (6-(piperazin-1-yl)-2-(1-(5-propylpyrimidin-2-yl)piperidin-4-yloxy)benzo[d]thiazole). Reaction SMILES: [CH2:1]([C:4]1[CH:5]=[N:6][C:7]([N:10]2[CH2:15][CH2:14][CH:13]([O:16][C:17]3[S:18][C:19]4[CH:25]=[C:24]([N:26]5[CH2:31][CH2:30][N:29](C(OC(C)(C)C)=O)[CH2:28][CH2:27]5)[CH:23]=[CH:22][C:20]=4[N:21]=3)[CH2:12][CH2:11]2)=[N:8][CH:9]=1)[CH2:2][CH3:3].C(C1C=NC(N2CCC(OC3SC4C=C(C5CCNCC=5)C=CC=4N=3)CC2)=NC=1)CC>>[N:26]1([C:24]2[CH:23]=[CH:22][C:20]3[N:21]=[C:17]([O:16][CH:13]4[CH2:12][CH2:11][N:10]([C:7]5[N:8]=[CH:9][C:4]([CH2:1][CH2:2][CH3:3])=[CH:5][N:6]=5)[CH2:15][CH2:14]4)[S:18][C:19]=3[CH:25]=2)[CH2:31][CH2:30][NH:29][CH2:28][CH2:27]1. Reported procedure: Compound 12B was synthesized from Compound 12A in a similar manner to the procedure described for Compound 1E. 1H NMR (500 MHz, chloroform-d) δ ppm 8.17 (2H, s), 7.57 (1H, d, J=8.8 Hz), 7.18 (1H, d, J=2.5 Hz), 7.02 (1H, dd, J=8.8, 2.5 Hz), 5.36-5.44 (1H, m), 4.21 (2H, ddd, J=13.3, 6.8, 3.9 Hz), 3.62-3.73 (2H, m), 3.15-3.25 (4H, m), 3.05-3.15 (4H, m), 2.41 (2H, t, J=7.6 Hz), 2.11-2.23 (2H, m), 1.93 (2H, dddd, J=12.7, 8.4, 8.2, 4.0 Hz), 1.53-1.64 (2H, m), 0.92-0.98 (3H, m). LC/MS (m/z)=439 (M+H)+.